Dataset: the Open Reaction Database (ORD), a public repository of structured organic reaction records. Task: describe an organic reaction: reactants, conditions, products, and yield Starting materials: O=C(OC(=O)C(F)(F)F)C(F)(F)F, FC(F)(F)C(F)(F)I, O=C(O)C(F)(F)F, OO. Yields the product O=C(OI(OC(=O)C(F)(F)F)C(F)(F)C(F)(F)F)C(F)(F)F. As a reaction SMILES: [F:1][C:2]([F:3])([F:4])[C:12]([O:5][C:6]([C:7]([F:8])([F:9])[F:10])=[O:11])=[O:13].[F:23][C:24]([C:25]([F:26])([F:27])[F:28])([F:29])[I:30].[OH:14][C:15](=[O:16])[C:17]([F:18])([F:19])[F:20].[OH:21][OH:22]>>[O:5]([C:6]([C:7]([F:8])([F:9])[F:10])=[O:11])[I:30]([O:14][C:15](=[O:16])[C:17]([F:18])([F:19])[F:20])[C:24]([F:23])([C:25]([F:26])([F:27])[F:28])[F:29]. Reactants: CCCCCBr, CC(C)(C)[O-], [K+], CCCCCOC(=O)c1ccc(OC)c(N)c1CSC, CN(C)C=O. Product: CCCCCNc1c(OC)ccc(C(=O)OCCCCC)c1CSC. Reaction SMILES: [Br:27][CH2:28][CH2:29][CH2:30][CH2:31][CH3:32].[CH3:21][C:22]([CH3:23])([O-:24])[CH3:25].[K+:26].[NH2:1][c:2]1[c:3]([CH2:18][S:19][CH3:20])[c:4]([C:5](=[O:6])[O:7][CH2:8][CH2:9][CH2:10][CH2:11][CH3:12])[cH:13][cH:14][c:15]1[O:16][CH3:17].[O:33]=[CH:34][N:35]([CH3:36])[CH3:37]>>[NH:1]([c:2]1[c:3]([CH2:18][S:19][CH3:20])[c:4]([C:5](=[O:6])[O:7][CH2:8][CH2:9][CH2:10][CH2:11][CH3:12])[cH:13][cH:14][c:15]1[O:16][CH3:17])[CH2:28][CH2:29][CH2:30][CH2:31][CH3:32]. RXN SMILES: [CH3:22][CH2:23][O:24][C:25](=[O:26])[CH3:27].[Cl:1][c:2]1[c:3]2[c:4]([s:5][c:6]1[C:7](=[O:8])[OH:9])[cH:10][c:11]([O:15][CH3:16])[c:12]([OH:14])[cH:13]2.[Cl:28][CH2:29][Cl:30].[OH2:21].[OH:17][N+:18]([O-:19])=[O:20]>>[Cl:1][c:2]1[c:3]2[c:4]([s:5][c:6]1[C:7](=[O:8])[OH:9])[cH:10][c:11]([O:15][CH3:16])[c:12]([OH:14])[c:13]2[N+:18](=[O:17])[O-:19]. Yields the product COc1cc2sc(C(=O)O)c(Cl)c2c([N+](=O)[O-])c1O. Reactants: CCOC(C)=O, COc1cc2sc(C(=O)O)c(Cl)c2cc1O, ClCCl, O, O=[N+]([O-])O. Starting materials: COC=1C=C2C(C(NC2=CC1)C1=CC=CC=C1)CCC(=O)O (5-methoxy-2-phenyl-2,3-dihydroindole-3-propionic acid), ice water, N1=CC=CC=C1 (Pyridine), C(C)(=O)OC(C)=O (acetic anhydride). The solvent is C(Cl)Cl (methylene chloride). Run at time 30 minute. Product: C(C)(=O)N1C(C2C=3C(=C(C=CC13)OC)C(CC2)=O)C2=CC=CC=C2 (1-acetyl-6-methoxy-2-phenyl-1,2,2a,3,4,5-hexahydrobenz[cd]indol-5-one). The yield is 99.0%. RXN SMILES: [CH3:1][O:2][C:3]1[CH:4]=[C:5]2[C:9](=[CH:10][CH:11]=1)[NH:8][CH:7]([C:12]1[CH:17]=[CH:16][CH:15]=[CH:14][CH:13]=1)[CH:6]2[CH2:18][CH2:19][C:20](O)=[O:21].N1C=CC=CC=1.[C:29](OC(=O)C)(=[O:31])[CH3:30]>C(Cl)Cl>[C:29]([N:8]1[C:9]2[CH:10]=[CH:11][C:3]([O:2][CH3:1])=[C:4]3[C:20](=[O:21])[CH2:19][CH2:18][CH:6]([C:5]=23)[CH:7]1[C:12]1[CH:17]=[CH:16][CH:15]=[CH:14][CH:13]=1)(=[O:31])[CH3:30]. Procedure details: 5-methoxy-2-phenyl-2,3-dihydroindole-3-propionic acid (10.2 g) synthesized as in Example 1, steps 1 and 2, was dissolved in anhydrous methylene chloride (80 ml). Pyridine (2.77 ml), then acetic anhydride (3.24 ml) were added to the solution under cooling with ice, and the mixture was stirred for 30 minutes at room temperature. The reaction mixture was poured into ice water. The organic layer of the mixture was separated, washed with 1N hydrochloric acid, water and saturated aqueous solution of s... The reactants are COC(=O)c1ccc(C=Cc2ccccc2OCc2ccccc2)cc1O, COC(=O)c1ccc(CCc2ccccc2OCc2ccccc2)c(N)c1. Product: COC(=O)c1ccc(CCc2ccccc2OCc2ccccc2)cc1O. Reaction SMILES: [CH2:1]([c:2]1[cH:3][cH:4][cH:5][cH:6][cH:7]1)[O:8][c:9]1[c:10]([CH:15]=[CH:16][c:17]2[cH:18][c:19]([OH:27])[c:20]([C:21](=[O:22])[O:23][CH3:24])[cH:25][cH:26]2)[cH:11][cH:12][cH:13][cH:14]1.[CH2:28]([O:29][c:30]1[cH:31][cH:32][cH:33][cH:34][c:35]1[CH2:36][CH2:37][c:38]1[cH:39][cH:40][c:41]([C:42]([O:43][CH3:44])=[O:45])[cH:46][c:47]1[NH2:48])[c:49]1[cH:50][cH:51][cH:52][cH:53][cH:54]1>>[CH2:1]([c:2]1[cH:3][cH:4][cH:5][cH:6][cH:7]1)[O:8][c:9]1[c:10]([CH2:15][CH2:16][c:17]2[cH:18][c:19]([OH:27])[c:20]([C:21](=[O:22])[O:23][CH3:24])[cH:25][cH:26]2)[cH:11][cH:12][cH:13][cH:14]1. Reactants: BrC1=C(C(=CC=C1)C(F)(F)F)C (2-bromo-6-trifluoromethyltoluene), [N+](=O)([O-])C1=C(C(=CC=C1)C(F)(F)F)C (2-nitro-6-trifluoromethyltoluene), BrN1C(CCC1=O)=O (N-bromosuccinimide). The product is BrC1=C(CBr)C(=CC=C1)C(F)(F)F (2-bromo-6-trifluoromethylbenzyl bromide). Reaction SMILES: [Br:1][C:2]1[CH:7]=[CH:6][CH:5]=[C:4]([C:8]([F:11])([F:10])[F:9])[C:3]=1[CH3:12].[N+](C1C=CC=C(C(F)(F)F)C=1C)([O-])=O.[Br:27]N1C(=O)CCC1=O>>[Br:1][C:2]1[CH:7]=[CH:6][CH:5]=[C:4]([C:8]([F:9])([F:10])[F:11])[C:3]=1[CH2:12][Br:27]. Procedure: The methyl group of 2-bromo-6-trifluoromethyltoluene was brominated by reacting 47.8 g. of the toluene with 39.2 g. of N-bromosuccinimide under ultraviolet radiation. 77.5 g. of an orange oil comprising 2-bromo-6-trifluoromethylbenzyl bromide were obtained. Reactants: CI (Methyl iodide), O (water), [H-].[Na+] (Sodium hydride), C(C)OC(=O)C=1C=NN(C1C)C1=CC=C(C=C1)CO (1-[4-(hydroxymethyl)phenyl]-5-methyl-1H-pyrazole-4-carboxylic acid ethyl ester), CI (Methyl iodide). Run in CN(C=O)C (N,N-dimethylformamide). Run at time 0.5 hour. The product is C(C)OC(=O)C=1C=NN(C1C)C1=CC=C(C=C1)COC (1-[4-(methoxymethyl)phenyl]-5-methyl-1H-pyrazol-4-carboxylic acid ethyl ester). RXN SMILES: [H-].[Na+].[CH2:3]([O:5][C:6]([C:8]1[CH:9]=[N:10][N:11]([C:14]2[CH:19]=[CH:18][C:17]([CH2:20][OH:21])=[CH:16][CH:15]=2)[C:12]=1[CH3:13])=[O:7])[CH3:4].[CH3:22]I.O>CN(C)C=O>[CH2:3]([O:5][C:6]([C:8]1[CH:9]=[N:10][N:11]([C:14]2[CH:15]=[CH:16][C:17]([CH2:20][O:21][CH3:22])=[CH:18][CH:19]=2)[C:12]=1[CH3:13])=[O:7])[CH3:4] |f:0.1|. Procedure details: Sodium hydride (129 mg) was added to a solution of 1-[4-(hydroxymethyl)phenyl]-5-methyl-1H-pyrazole-4-carboxylic acid ethyl ester (700 mg) in N,N-dimethylformamide (13 ml) at room temperature and stirred at the same temperature for 0.5 hour. Methyl iodide (0.3 ml) was added therein and stirred at 80° C. for two hours. Methyl iodide (0.2 ml) was further added and stirred at the same temperature for an hour. After completion of the reaction, the reaction solution was cooled to room temperature, wa...